This data is from the Open Reaction Database (ORD), a public repository of structured organic reaction records. The task is: describe an organic reaction: reactants, conditions, products, and yield The reactants are [Si](C)(C)(C(C)(C)C)OC[C@H](C(C)C)NC1=C(C=NC2=CC=CC=C12)N (N4-[(1S)-1-({[tert-Butyl(dimethyl)silyl]oxy}methyl)-2-methylpropyl]quinoline-3,4-diamine), C(Cl)(Cl)Cl (CHCl3), C([O-])(O)=O.[Na+] (sodium bicarbonate), Cl.ClCC(OCC)=N (Ethyl 2-chloroethanimidoate hydrochloride). Solvent: ClCCCl (1,2-dichloroethane). Reaction conditions: temperature 70 celsius. Yields the product ethyl acetate hexanes, [Si](C)(C)(C(C)(C)C)OC[C@H](C(C)C)N1C(=NC=2C=NC=3C=CC=CC3C21)CCl (1-[(1S)-1-({[tert-butyl(dimethyl)silyl]oxy}methyl)-2-methylpropyl]-2-(chloromethyl)-1H-imidazo[4,5-c]quinoline). Isolated yield 82.9%. Reaction SMILES: [Si:1]([O:8][CH2:9][C@@H:10]([NH:14][C:15]1[C:24]2[C:19](=[CH:20][CH:21]=[CH:22][CH:23]=2)[N:18]=[CH:17][C:16]=1[NH2:25])[CH:11]([CH3:13])[CH3:12])([C:4]([CH3:7])([CH3:6])[CH3:5])([CH3:3])[CH3:2].Cl.[Cl:27][CH2:28][C:29](=N)OCC.C(Cl)(Cl)Cl.C(=O)(O)[O-].[Na+]>ClCCCl>[Si:1]([O:8][CH2:9][C@@H:10]([N:14]1[C:15]2[C:24]3[CH:23]=[CH:22][CH:21]=[CH:20][C:19]=3[N:18]=[CH:17][C:16]=2[N:25]=[C:29]1[CH2:28][Cl:27])[CH:11]([CH3:13])[CH3:12])([C:4]([CH3:5])([CH3:6])[CH3:7])([CH3:3])[CH3:2] |f:1.2,4.5|. Procedure: N4-[(1S)-1-({[tert-Butyl(dimethyl)silyl]oxy}methyl)-2-methylpropyl]quinoline-3,4-diamine (5.05 g, 14.0 mmol) was dissolved in 140 mL of dry 1,2-dichloroethane and the solution was stirred under N2. Ethyl 2-chloroethanimidoate hydrochloride (3.33 g, 21.1 mmol) was then added and the reaction mixture was heated to 70° C. After stirring for 2 days, the reaction mixture was cooled and treated with 70 mL of CHCl3 and 100 mL of saturated sodium bicarbonate (NaHCO3) solution. The layers were separated ... Reactants: N1=CC=CC=C1 (pyridine), CCOCC (ether), C(C1=CC=CC=C1)N1C(=O)N(C(=O)CC1=O)CC1=CC=CC=C1 (1,3-dibenzylbarbituric acid), S1C(=CC=C1)CC(=O)Cl (2-thienylacetyl chloride). The solvent is ClCCl (dichloromethane), ClCCl (dichloromethane). Run at temperature 0 celsius. Product: C(C1=CC=CC=C1)N1C(=O)N(C(=O)C(C1=O)C(CC=1SC=CC1)=O)CC1=CC=CC=C1 (1,3-dibenzyl-5-(2-thienylacetyl)barbituric acid). The yield is 70.8%. As a reaction SMILES: [CH2:1]([N:8]1[C:15](=[O:16])[CH2:14][C:12](=[O:13])[N:11]([CH2:17][C:18]2[CH:23]=[CH:22][CH:21]=[CH:20][CH:19]=2)[C:9]1=[O:10])[C:2]1[CH:7]=[CH:6][CH:5]=[CH:4][CH:3]=1.N1C=CC=CC=1.[S:30]1[CH:34]=[CH:33][CH:32]=[C:31]1[CH2:35][C:36](Cl)=[O:37].CCOCC>ClCCl>[CH2:1]([N:8]1[C:15](=[O:16])[CH:14]([C:36](=[O:37])[CH2:35][C:31]2[S:30][CH:34]=[CH:33][CH:32]=2)[C:12](=[O:13])[N:11]([CH2:17][C:18]2[CH:23]=[CH:22][CH:21]=[CH:20][CH:19]=2)[C:9]1=[O:10])[C:2]1[CH:3]=[CH:4][CH:5]=[CH:6][CH:7]=1. Procedure details: To a solution of 1,3-dibenzylbarbituric acid 154 mg (0.500 mmol) in dry dichloromethane 2.0 mL under a nitrogen atmosphere, added was pyridine 1.0 mL (12 mmol) and stirred at 0° C. Added was 2-thienylacetyl chloride 80 mg (0.50 mmol, 1.00 equivalent) in dichloromethane 1.0 mL to the solution slowly during a period of 20 minutes, then stirred at room temperature for 3 hours. Added was ether 50 mL and washed the organic layer with 2 M hydrochloric acid and saturated brine, and dried over sodium su... Reactants: CS(C)=O, C[S+](C)(C)=O, CCOC(=O)C=Cc1cn(C2CCCC2)c2cc(NC3CCCCC3)c(F)cc2c1=O, [H-], [I-], [Na+], O. Yields the product CCOC(=O)C1CC1c1cn(C2CCCC2)c2cc(NC3CCCCC3)c(F)cc2c1=O. Reaction SMILES: [CH3:1][S:2]([CH3:3])=[O:4].[CH3:8][S+:9]([CH3:10])([CH3:11])=[O:12].[CH:13]1([NH:19][c:20]2[c:21]([F:43])[cH:22][c:23]3[c:24](=[O:42])[c:25]([CH:35]=[CH:36][C:37](=[O:38])[O:39][CH2:40][CH3:41])[cH:26][n:27]([CH:30]4[CH2:31][CH2:32][CH2:33][CH2:34]4)[c:28]3[cH:29]2)[CH2:14][CH2:15][CH2:16][CH2:17][CH2:18]1.[H-:5].[I-:7].[Na+:6].[OH2:44]>>[CH2:8]1[CH:35]([c:25]2[c:24](=[O:42])[c:23]3[cH:22][c:21]([F:43])[c:20]([NH:19][CH:13]4[CH2:14][CH2:15][CH2:16][CH2:17][CH2:18]4)[cH:29][c:28]3[n:27]([CH:30]3[CH2:31][CH2:32][CH2:33][CH2:34]3)[cH:26]2)[CH:36]1[C:37](=[O:38])[O:39][CH2:40][CH3:41]. Reactants: [OH-].[Na+] (sodium hydroxide), N(=O)[O-].[Na+] (sodium nitrite), FC1=CC=C2C(C(NC2=C1)=O)=O (6-Fluoroisatin), S(O)(O)(=O)=O (sulfuric acid), stannous chloride. Run in O (water), O (water), O (water), Cl (hydrochloric acid). Reaction conditions: temperature 0 celsius, time 30 minute. Yields the product FC1=CC=C2C(=NNC2=C1)C(=O)O (6-fluoro-1H-indazole-3-carboxylic acid). RXN SMILES: [F:1][C:2]1[CH:10]=[C:9]2[C:5]([C:6](=O)[C:7](=[O:11])[NH:8]2)=[CH:4][CH:3]=1.[OH-:13].[Na+].[N:15]([O-])=O.[Na+].S(=O)(=O)(O)O>O.Cl>[F:1][C:2]1[CH:10]=[C:9]2[C:5]([C:6]([C:7]([OH:11])=[O:13])=[N:15][NH:8]2)=[CH:4][CH:3]=1 |f:1.2,3.4|. Procedure: 6-Fluoroisatin prepared according to the method of J. Org. Chem., 21, 169 (1956) is added to a solution of sodium hydroxide (7.4 g) in water (130 ml), and the mixture obtained is gently heated until it dissolves. After the solution is cooled to 0° C., a solution of sodium nitrite (13.8 g) in water (45 ml) is added dropwise to the reaction mixture, and this mixture is poured, in small portions with vigorous stirring, into the sulfuric acid (33.9 g) in water (430 ml) at 0° C. The mixture is stirre...